Dataset: the Open Reaction Database (ORD), a public repository of structured organic reaction records. Task: describe an organic reaction: reactants, conditions, products, and yield Reactants: CCN1CCC2(c3cccc(OC)c3)CC(=O)CCC2C1, CO, Cl, Cl, NO. The product is CCN1CCC2(c3cccc(OC)c3)CC(=NO)CCC2C1. RXN SMILES: [CH2:2]([CH3:3])[N:4]1[CH2:5][CH:6]2[CH2:7][CH2:8][C:9](=[O:22])[CH2:10][C:11]2([c:14]2[cH:15][c:16]([O:20][CH3:21])[cH:17][cH:18][cH:19]2)[CH2:12][CH2:13]1.[CH3:26][OH:27].[ClH:1].[ClH:23].[NH2:24][OH:25]>>[CH2:2]([CH3:3])[N:4]1[CH2:5][CH:6]2[CH2:7][CH2:8][C:9](=[N:24][OH:25])[CH2:10][C:11]2([c:14]2[cH:15][c:16]([O:20][CH3:21])[cH:17][cH:18][cH:19]2)[CH2:12][CH2:13]1. Starting materials: ClCCNC(=O)N(C1[C@H](O)[C@@H](O)[C@@H](O)[C@H](O1)CO)CCC (1-(2-chloroethyl)-3-n-propyl-3-D-galactopyranosylurea), C([O-])([O-])=O.[Na+].[Na+] (sodium carbonate), [N+](=O)([N+](=O)[O-])[O-] (nitrogen tetroxide). Run in O1CCCC1 (tetrahydrofuran), C(Cl)Cl (methylene chloride). The product is ClCCN(C(=O)N(C1[C@H](O)[C@@H](O)[C@@H](O)[C@H](O1)CO)CCC)N=O (1-(2-chloroethyl)-1-nitroso-3-n-propyl-3-D-galactopyranosylurea). The yield is 77.9%. RXN SMILES: [Cl:1][CH2:2][CH2:3][NH:4][C:5]([N:7]([CH2:19][CH2:20][CH3:21])[CH:8]1[O:16][C@H:15]([CH2:17][OH:18])[C@H:13]([OH:14])[C@H:11]([OH:12])[C@H:9]1[OH:10])=[O:6].C(=O)([O-])[O-].[Na+].[Na+].[N+:28]([O-])([N+]([O-])=O)=[O:29]>O1CCCC1.C(Cl)Cl>[Cl:1][CH2:2][CH2:3][N:4]([N:28]=[O:29])[C:5]([N:7]([CH2:19][CH2:20][CH3:21])[CH:8]1[O:16][C@H:15]([CH2:17][OH:18])[C@H:13]([OH:14])[C@H:11]([OH:12])[C@H:9]1[OH:10])=[O:6] |f:1.2.3|. Procedure: 3.3 g of 1-(2-chloroethyl)-3-n-propyl-3-D-galactopyranosylurea are dissolved in a mixture of 60 ml of tetrahydrofuran and 60 ml of methylene chloride, and 15 g of sodium carbonate anhydrate are added thereto. 5 g of nitrogen tetroxide gas are introduced into the mixture for 10 minutes under ice-cooling. The mixture is treated in the same manner as described in Example 2. 2.8 g of 1-(2-chloroethyl)-1-nitroso-3-n-propyl-3-D-galactopyranosylurea are thereby obtained as pale yellow caramel. [α]D23 +... The reactants are BrC1=C(C=CC2=C1N(C(=N2)[C@H](C)N)C2CC2)F ((S)-1-(7-bromo-1-cyclopropyl-6-fluoro-1H-benzoimidazol-2-yl)ethylamine), NC1=NC=NC(=C1C#N)Cl (4-amino-6-chloropyrimidine-5-carbonitrile), CCN(C(C)C)C(C)C (DIPEA). Solvent: CC(C)O (IPA), CO (MeOH). Conditions: temperature 90 celsius. Yields the product NC1=NC=NC(=C1C#N)N[C@@H](C)C1=NC2=C(N1C1CC1)C(=C(C=C2)F)Br (4-amino-6-[[(1S)-1-(7-bromo-1-cyclopropyl-6-fluoro-benzimidazol-2-yl)ethyl]amino]pyrimidine-5-carbonitrile). Yield: 76.5%. As a reaction SMILES: [Br:1][C:2]1[C:7]2[N:8]([CH:14]3[CH2:16][CH2:15]3)[C:9]([C@@H:11]([NH2:13])[CH3:12])=[N:10][C:6]=2[CH:5]=[CH:4][C:3]=1[F:17].[NH2:18][C:19]1[C:24]([C:25]#[N:26])=[C:23](Cl)[N:22]=[CH:21][N:20]=1.CCN(C(C)C)C(C)C>CC(O)C.CO>[NH2:18][C:19]1[C:24]([C:25]#[N:26])=[C:23]([NH:13][C@H:11]([C:9]2[N:8]([CH:14]3[CH2:15][CH2:16]3)[C:7]3[C:2]([Br:1])=[C:3]([F:17])[CH:4]=[CH:5][C:6]=3[N:10]=2)[CH3:12])[N:22]=[CH:21][N:20]=1. Reported procedure: A mixture of (S)-1-(7-bromo-1-cyclopropyl-6-fluoro-1H-benzoimidazol-2-yl)ethylamine (80 mg, 0.27 mmol), 4-amino-6-chloropyrimidine-5-carbonitrile (41 mg, 0.27 mmol) and DIPEA (140 μL, 0.80 mmol) in IPA (1 mL) was heated at 90° C. in a sealed vial for 16 h. After cooling to RT, the reaction mixture was diluted with MeOH and loaded onto an Isolute® SCX-2 cartridge. The cartridge was washed with MeOH followed by 2M NH3/MeOH. The basic fractions were combined, concentrated in vacuo and the resulting...